This data is from the Open Reaction Database (ORD), a public repository of structured organic reaction records. The task is: describe an organic reaction: reactants, conditions, products, and yield Reactants: BrC1=CC=C(C=C1)C(F)(F)F (4-Bromobenzotrifluoride), C(CCC)[Li] (n-butyllithium), C(C1=CC=CC=C1)N1CCC(CC1)=O (1-benzyl-4-piperidone). The solvent is C1CCOC1 (THF), C1CCOC1 (THF), C(C)(=O)OCC (ethyl acetate). Reaction conditions: time 2 hour. Product: C(C1=CC=CC=C1)N1CCC(CC1)(O)C1=CC=C(C=C1)C(F)(F)F (1-benzyl-4-(4-trifluoromethylphenyl)piperidin-4-ol). Yield: 46.0%. As a reaction SMILES: Br[C:2]1[CH:7]=[CH:6][C:5]([C:8]([F:11])([F:10])[F:9])=[CH:4][CH:3]=1.C([Li])CCC.[CH2:17]([N:24]1[CH2:29][CH2:28][C:27](=[O:30])[CH2:26][CH2:25]1)[C:18]1[CH:23]=[CH:22][CH:21]=[CH:20][CH:19]=1>C1COCC1.C(OCC)(=O)C>[CH2:17]([N:24]1[CH2:29][CH2:28][C:27]([C:2]2[CH:7]=[CH:6][C:5]([C:8]([F:11])([F:10])[F:9])=[CH:4][CH:3]=2)([OH:30])[CH2:26][CH2:25]1)[C:18]1[CH:19]=[CH:20][CH:21]=[CH:22][CH:23]=1. Procedure: 4-Bromobenzotrifluoride (1 g, 4.44 mmol) was dissolved in THF (15 ml), to which n-butyllithium (1.5 M) hexane solution (3.1 ml, 4.67 mmol) was added dropwise at −70° C. Then a solution of 1-benzyl-4-piperidone in THF (15 ml) was added dropwise to the mixture, and the resulting mixture was stirred for 2 hours and then at room temperature for 2 hours. The reaction mixture was diluted with ethyl acetate, washed with water and brine, and dried over sodium sulfate. After filtration, the filtrate was ... The reactants are C(C)(=O)NC1=NC(=C2NC=NC2=N1)NC(C)=O (2,6-diacetamidopurine), C(C)(=O)[C@@]1([C@](C(O[C@@H]1CO)(C(C)=O)Cl)(O)C(C)=O)O (triacetyl D-ribofuranosyl chloride). Product: C(C)(=O)NC1=NC(=C2N=CN(C2=N1)[C@]1([C@](O)([C@](O)([C@H](O1)CO)C(C)=O)C(C)=O)C(C)=O)NC(C)=O (2,6diacetamido-9-(triacetyl-β-D-ribofuranosyl) purine). Reaction SMILES: [C:1]([NH:4][C:5]1[N:13]=[C:12]2[C:8]([NH:9][CH:10]=[N:11]2)=[C:7]([NH:14][C:15](=[O:17])[CH3:16])[N:6]=1)(=[O:3])[CH3:2].[C:18]([C@@:21]1([OH:36])[C@@H:25]([CH2:26][OH:27])[O:24][C:23](Cl)([C:28](=[O:30])[CH3:29])[C@:22]1([C:33](=[O:35])[CH3:34])[OH:32])(=[O:20])[CH3:19]>>[C:1]([NH:4][C:5]1[N:13]=[C:12]2[C:8]([N:9]=[CH:10][N:11]2[C@:23]2([C:28](=[O:30])[CH3:29])[O:24][C@H:25]([CH2:26][OH:27])[C@@:21]([C:18](=[O:20])[CH3:19])([OH:36])[C@@:22]2([C:33](=[O:35])[CH3:34])[OH:32])=[C:7]([NH:14][C:15](=[O:17])[CH3:16])[N:6]=1)(=[O:3])[CH3:2]. Reported procedure: Generally speaking, compounds of this invention are prepared from 2-acetamido-adenosine-5'-carboxylic acid or from the corresponding 2',3'-isopropylidene derivatives. 2-acetamido-adenosine-5'-carboxylic acid is obtained by reacting 2,6-diaminopurine sulfate with sodium hydroxide to obtain 2,6-diaminopurine which is then reacted with acetic anhydride to yield 2,6-diacetamidopurine, which in turn is converted to a mercuri chloride complex. The mercuri chloride complex of 2,6-diacetamidopurine is t...